Task: describe an organic reaction: reactants, conditions, products, and yield. Dataset: the Open Reaction Database (ORD), a public repository of structured organic reaction records The reactants are Cl.N(N)CC(=O)OCC (ethyl 2-hydrazinylacetate hydrochloride), NaHC O3, CC(C(CC#N)=O)(C)C (4,4-dimethyl-3-oxopentanenitrile). Solvent: CCO (EtOH). Conditions: temperature 60 celsius. Yields the product NC1=CC(=NN1CC(=O)OCC)C(C)(C)C (ethyl 2-(5-amino-3-tert-butyl-1H-pyrazol-1-yl)acetate). The yield is 81.9%. As a reaction SMILES: Cl.[NH:2]([CH2:4][C:5]([O:7][CH2:8][CH3:9])=[O:6])[NH2:3].[CH3:10][C:11]([CH3:18])([CH3:17])[C:12](=O)[CH2:13][C:14]#[N:15]>CCO>[NH2:15][C:14]1[N:2]([CH2:4][C:5]([O:7][CH2:8][CH3:9])=[O:6])[N:3]=[C:12]([C:11]([CH3:18])([CH3:17])[CH3:10])[CH:13]=1 |f:0.1|. Procedure details: A mixture of ethyl 2-hydrazinylacetate hydrochloride (0.309 g, 2 mmol), NaHC O3 (0.185 g, 2.2 mmol), and 4,4-dimethyl-3-oxopentanenitrile (0.250 g, 2 mmol) in EtOH (10 mL) was heated at 60° C. overnight. The reaction was quenched with water and extracted with CH2Cl2. Extracts were dried over MgSO4 and concentrated under reduced pressure to afford ethyl 2-(5-amino-3-tert-butyl-1H-pyrazol-1-yl)acetate as solid (0.369 g, 82%). 1H NMR (300 MHz, CDCl3) δ 5.50 (s, 1H), 4.75 (s, 2H), 4.23 (q, 2H), 3.57... Starting materials: Cl.C(C(=C)C)(=O)NCCCN (3-methacrylamidopropylamine hydrochloride), N1=C(Cl)N=C(Cl)N=C1Cl (cyanuric chloride), C([O-])(O)=O.[Na+] (sodium bicarbonate). Solvent: O (water), CC(=O)C (acetone), O (water). The product is C(C(=C)C)(=O)NCCCNC1=NC(=NC(=N1)Cl)Cl (2-(3-Methacrylamidopropylamino)-4,6-dichloro-s-triazine). As a reaction SMILES: Cl.[C:2]([NH:7][CH2:8][CH2:9][CH2:10][NH2:11])(=[O:6])[C:3]([CH3:5])=[CH2:4].[N:12]1[C:19]([Cl:20])=[N:18][C:16](Cl)=[N:15][C:13]=1[Cl:14].C(=O)(O)[O-].[Na+]>O.CC(C)=O>[C:2]([NH:7][CH2:8][CH2:9][CH2:10][NH:11][C:16]1[N:18]=[C:19]([Cl:20])[N:12]=[C:13]([Cl:14])[N:15]=1)(=[O:6])[C:3]([CH3:5])=[CH2:4] |f:0.1,3.4|. Procedure details: To a solution of 71.6 g. (0.4 mole) of 3-methacrylamidopropylamine hydrochloride in 400 ml. of water being stirred at 0°-5° C. was added dropwise a solution of 79 g. (0.4 mole) of cyanuric chloride in 400 ml. of acetone. To this mixture was then added in portions 67.2 g. (0.8 mole) of sodium bicarbonate over the course of 1 hr. The mixture was stirred at room temperature for an additional hour and then 2 l of water was added. The product was collected by filtration and dried in vacuo at room tem... Reactants: NC=1SC2=C(N1)C=CC(=C2)O (2-amino-1,3-benzothiazol-6-ol), C1(CC1)C(=O)Cl (cyclopropanecarbonyl chloride), O (Water). The solvent is CN(C(C)=O)C (N,N-dimethylacetamide). Reaction conditions: time 18 hour. Product: OC1=CC2=C(N=C(S2)NC(=O)C2CC2)C=C1 (N-(6-hydroxy-1,3-benzothiazol-2-yl)cyclopropanecarboxamide). Yield: 45.7%. Reaction SMILES: [NH2:1][C:2]1[S:3][C:4]2[CH:10]=[C:9]([OH:11])[CH:8]=[CH:7][C:5]=2[N:6]=1.[CH:12]1([C:15](Cl)=[O:16])[CH2:14][CH2:13]1.O>CN(C)C(=O)C>[OH:11][C:9]1[CH:8]=[CH:7][C:5]2[N:6]=[C:2]([NH:1][C:15]([CH:12]3[CH2:14][CH2:13]3)=[O:16])[S:3][C:4]=2[CH:10]=1. Reported procedure: To a solution of 2-amino-1,3-benzothiazol-6-ol (4.99 g, 30.0 mmol) in N,N-dimethylacetamide (20 mL) was added cyclopropanecarbonyl chloride (4.08 mL, 45.0 mmol) at 0° C., and the mixture was stirred at room temperature for 18 hr. Water was added to the reaction mixture, and the mixture was extracted with ethyl acetate. The organic layer was washed 3 times with water, dried over anhydrous sodium sulfate and filtered. The solvent was evaporated under reduced pressure, and the residue was washed wi... Reactants: CO, COC(=O)C=CCN(C)C, Cl, [Na+], [OH-]. Product: CN(C)CC=CC(=O)O, Cl. Reaction SMILES: [CH3:14][OH:15].[CH3:3][N:4]([CH2:5][CH:6]=[CH:7][C:8](=[O:9])[O:10][CH3:11])[CH3:12].[ClH:13].[Na+:2].[OH-:1]>>[CH3:3][N:4]([CH2:5][CH:6]=[CH:7][C:8](=[O:9])[OH:10])[CH3:12].[ClH:13]. The reactants are COC(C(CNC(=O)CC1=CC(=C(C=C1)OC)OC)C1=CC(=C(C=C1)OC)OC)=O (2-(3,4-dimethoxyphenyl)-3-{{[(3,4-dimethoxyphenyl)methyl]carbonyl}amino}propanoic acid methyl ester), Cl.C(C)OC(=O)C1CN=C(C2=CC(=C(C=C12)OC)OC)CC1=CC(=C(C=C1)OC)OC (3,4-dihydro-6,7-dimethoxy-1-[(3,4-dimethoxyphenyl)methyl]-4-isoquinolinecarboxylic acid ethyl ester hydrochloride). Yields the product COC(=O)C1CN=C(C2=CC(=C(C=C12)OC)OC)CC1=CC(=C(C=C1)OC)OC (3,4-dihydro-6,7-dimethoxy-1-[(3,4-dimethoxyphenyl)methyl]-4-isoquinoline carboxylic acid methyl ester), Cl.COC(=O)C1CN=C(C2=CC(=C(C=C12)OC)OC)CC1=CC(=C(C=C1)OC)OC (3,4-dihydro-6,7-dimethoxy-1-[(3,4-dimethoxyphenyl)methyl]-4-isoquinolinecarboxylic acid methyl ester, hydrochloride). Reaction SMILES: [CH3:1][O:2][C:3](=[O:30])[CH:4]([C:20]1[CH:25]=[CH:24][C:23]([O:26][CH3:27])=[C:22]([O:28][CH3:29])[CH:21]=1)[CH2:5][NH:6][C:7]([CH2:9][C:10]1[CH:15]=[CH:14][C:13]([O:16][CH3:17])=[C:12]([O:18][CH3:19])[CH:11]=1)=O.[ClH:31].[CH2:32]([O:34][C:35]([CH:37]1[C:46]2[C:41](=[CH:42][C:43]([O:49][CH3:50])=[C:44]([O:47][CH3:48])[CH:45]=2)[C:40]([CH2:51][C:52]2[CH:57]=[CH:56][C:55]([O:58][CH3:59])=[C:54]([O:60][CH3:61])[CH:53]=2)=[N:39][CH2:38]1)=[O:36])C>>[CH3:1][O:2][C:3]([CH:4]1[C:20]2[C:25](=[CH:24][C:23]([O:26][CH3:27])=[C:22]([O:28][CH3:29])[CH:21]=2)[C:7]([CH2:9][C:10]2[CH:15]=[CH:14][C:13]([O:16][CH3:17])=[C:12]([O:18][CH3:19])[CH:11]=2)=[N:6][CH2:5]1)=[O:30].[ClH:31].[CH3:32][O:34][C:35]([CH:37]1[C:46]2[C:41](=[CH:42][C:43]([O:49][CH3:50])=[C:44]([O:47][CH3:48])[CH:45]=2)[C:40]([CH2:51][C:52]2[CH:57]=[CH:56][C:55]([O:58][CH3:59])=[C:54]([O:60][CH3:61])[CH:53]=2)=[N:39][CH2:38]1)=[O:36] |f:1.2,4.5|. Reported procedure: The hydrochloride of 3,4-dihydro-6,7-dimethoxy-1-[(3,4-dimethoxyphenyl)methyl]-4-isoquinoline carboxylic acid methyl ester was prepared by treating 2-(3,4-dimethoxyphenyl)-3-{{[(3,4-dimethoxyphenyl)methyl]carbonyl}amino}propanoic acid methyl ester via the method described for the preparation of 3,4-dihydro-6,7-dimethoxy-1-[(3,4-dimethoxyphenyl)methyl]-4-isoquinolinecarboxylic acid ethyl ester hydrochloride. Crystallization from methanol provided analytically pure 3,4-dihydro-6,7-dimethoxy-1-[(3,... The reactants are CN(C)C=O, CO, O=C(Nc1ccc(Cl)cc1)c1ccncc1Cl, [Cu], S, NCC1CCN(c2ccncc2)CC1. Product: O=C(Nc1ccc(Cl)cc1)c1ccncc1NCC1CCN(c2ccncc2)CC1. Reaction SMILES: [CH3:33][N:34]([CH3:35])[CH:36]=[O:37].[CH3:38][OH:39].[Cl:1][c:2]1[cH:3][n:4][cH:5][cH:6][c:7]1[C:8](=[O:9])[NH:10][c:11]1[cH:12][cH:13][c:14]([Cl:17])[cH:15][cH:16]1.[Cu:40].[SH2:32].[n:18]1[cH:19][cH:20][c:21]([N:24]2[CH2:25][CH2:26][CH:27]([CH2:30][NH2:31])[CH2:28][CH2:29]2)[cH:22][cH:23]1>>[c:2]1([NH:31][CH2:30][CH:27]2[CH2:26][CH2:25][N:24]([c:21]3[cH:20][cH:19][n:18][cH:23][cH:22]3)[CH2:29][CH2:28]2)[cH:3][n:4][cH:5][cH:6][c:7]1[C:8](=[O:9])[NH:10][c:11]1[cH:12][cH:13][c:14]([Cl:17])[cH:15][cH:16]1.